Dataset: the Open Reaction Database (ORD), a public repository of structured organic reaction records. Task: describe an organic reaction: reactants, conditions, products, and yield Starting materials: FC(C=1C=C(C(=NC1)N)[N+](=O)[O-])(F)F (5-(Trifluoromethyl)-3-nitro-2-aminopyridine). Run in FC(C(=O)OC(C(F)(F)F)=O)(F)F (trifluoroacetic anhydride), N1=CC=CC=C1 (pyridine). Product: ON1C(=NC2=NC=C(C=C21)C(F)(F)F)C(F)(F)F (1-HYDROXY-2,6-BIS(TRIFLUOROMETHYL)-1H-IMIDAZO-(4,5-b)PYRIDINE). As a reaction SMILES: [F:1][C:2]([F:14])([F:13])[C:3]1[CH:4]=[C:5]([N+:10]([O-:12])=O)[C:6]([NH2:9])=[N:7][CH:8]=1>FC(F)(F)C(OC(=O)C(F)(F)F)=O.N1C=CC=CC=1>[OH:12][N:10]1[C:5]2[C:6](=[N:7][CH:8]=[C:3]([C:2]([F:1])([F:14])[F:13])[CH:4]=2)[N:9]=[C:3]1[C:2]([F:14])([F:13])[F:1]. Procedure: 5-(Trifluoromethyl)-3-nitro-2-aminopyridine (10.0 grams) in trifluoroacetic anhydride (10 ml.) and pyridine (20 ml.) were heated in a steam bath for 2 hours. Solvents were then evaporated on a rotary evaporator at 100° C. for one hour, and the residue was taken up in ethyl acetate and hydrogenated over 2.0 g. of 5 percent palladium on carbon. The reaction mixture was then filtered, evaporated, and taken up in ethanol; subsequently, the mixture was washed with 10 percent hydrochloric acid, dried ... Reactants: FC=1C=CC(=C(C1)C1=NC2=CC=CC=C2C(=N1)N[C@H]1C[C@@H](B(C1)C(=O)OC(C)(C)C)C(=O)OC)O ((2R,4R)-1-tert-butyl 2-methyl 4-(2-(5-fluoro-2-hydroxyphenyl)quinazolin-4-ylamino)borolane-1,2-dicarboxylate), [Cl-].[NH4+] (ammonium chloride). Run in C(C)OCC (diethyl ether), C1CCOC1 (THF). Reaction conditions: time 1 hour. The product is FC1=CC(=C(C=C1)O)C1=NC2=CC=CC=C2C(=N1)N[C@@H]1CN[C@H](C1)C(C)(C)O (4-Fluoro-2-(4-((3S,5R)-5-(2-hydroxypropan-2-yl)pyrrolidin-3-ylamino)quinazolin-2-yl)phenol). Isolated yield 31.0%. RXN SMILES: [F:1][C:2]1[CH:3]=[CH:4][C:5]([OH:35])=[C:6]([C:8]2[N:17]=[C:16]([NH:18][C@@H:19]3[CH2:23]B(C(OC(C)(C)C)=O)[C@@H:21](C(OC)=O)[CH2:20]3)[C:15]3[C:10](=[CH:11][CH:12]=[CH:13][CH:14]=3)[N:9]=2)[CH:7]=1.[Cl-].[NH4+:37]>C(OCC)C.C1COCC1>[F:1][C:2]1[CH:3]=[CH:4][C:5]([OH:35])=[C:6]([C:8]2[N:17]=[C:16]([NH:18][C@H:19]3[CH2:20][C@H:21]([C:5]([OH:35])([CH3:6])[CH3:4])[NH:37][CH2:23]3)[C:15]3[C:10](=[CH:11][CH:12]=[CH:13][CH:14]=3)[N:9]=2)[CH:7]=1 |f:1.2|. Procedure: A Grignard solution of MeMgl (0.270 mL, 3M in diethyl ether, 0.810 mmol) was added to a solution of (2R,4R)-1-tert-butyl 2-methyl 4-(2-(5-fluoro-2-hydroxyphenyl)quinazolin-4-ylamino)borolane-1,2-dicarboxylate (0.039 g, 0.081 mmol, prepared as described in Synthesis 89-A) in THF (1 mL) and the solution refluxed for 10 h. Saturated aqueous ammonium chloride (20 mL) was added and the aqueous phase extracted with ethyl acetate (3×20 mL). Organic phases were combined, dried (MgSO4) and concentrated. ...